Dataset: the Open Reaction Database (ORD), a public repository of structured organic reaction records. Task: describe an organic reaction: reactants, conditions, products, and yield Reactants: CCOC(C)=O, COC(=O)c1cccc(OCc2ccc(F)cc2)c1. Product: O=C(O)c1cccc(OCc2ccc(F)cc2)c1. As a reaction SMILES: [CH3:20][CH2:21][O:22][C:23](=[O:24])[CH3:25].[F:1][c:2]1[cH:3][cH:4][c:5]([CH2:6][O:7][c:8]2[cH:9][c:10]([C:11](=[O:12])[O:13][CH3:14])[cH:15][cH:16][cH:17]2)[cH:18][cH:19]1>>[F:1][c:2]1[cH:3][cH:4][c:5]([CH2:6][O:7][c:8]2[cH:9][c:10]([C:11](=[O:12])[OH:13])[cH:15][cH:16][cH:17]2)[cH:18][cH:19]1. Reported procedure: This was prepared in 86% yield using a similar procedure to that described in Example 18 except using thiophene-3-boronic acid instead of 3-trifluoromethylbenzeneboronic acid and 3-bromo-2-(2-ethyl-2H-[1,2,4]triazol-3-ylmethoxy)-7-(2-fluorophenyl)pyrazolo[1,5-d][1,2,4]triazine instead of 3-bromo-7-(2-fluorophenyl)-2-(2-methyl-2H-[1,2,4]triazol-3-ylmethoxy)pyrazolo[1,5-d][1,2,4]triazine. Data for title compound: mp=187-193° C. (CH2Cl2-EtOAc); 1H NMR (400 MHz, CDCl3) δ 1.35 (3H, t, J=7.3 Hz), 4.14... Starting materials: S1C=C(C=C1)B(O)O (thiophene-3-boronic acid), BrC=1C(=NN2C(=NN=CC21)C2=C(C=CC=C2)F)OCC=2N(N=CN2)CC (3-bromo-2-(2-ethyl-2H-[1,2,4]triazol-3-ylmethoxy)-7-(2-fluorophenyl)pyrazolo[1,5-d][1,2,4]triazine). The yield is 86.0%. Yields the product C(C)N1N=CN=C1COC1=NN2C(=NN=CC2=C1C1=CSC=C1)C1=C(C=CC=C1)F (2-(2-Ethyl-2H-[1,2,4]triazol-3-ylmethoxy)-7-(2-fluorophenyl)-3-(thien-3-yl)pyrazolo[1,5-d][1,2,4]triazine). Reaction SMILES: [S:1]1[CH:5]=[CH:4][C:3](B(O)O)=[CH:2]1.Br[C:10]1[C:11]([O:26][CH2:27][C:28]2[N:29]([CH2:33][CH3:34])[N:30]=[CH:31][N:32]=2)=[N:12][N:13]2[C:18]=1[CH:17]=[N:16][N:15]=[C:14]2[C:19]1[CH:24]=[CH:23][CH:22]=[CH:21][C:20]=1[F:25]>>[CH2:33]([N:29]1[C:28]([CH2:27][O:26][C:11]2[C:10]([C:3]3[CH:4]=[CH:5][S:1][CH:2]=3)=[C:18]3[N:13]([C:14]([C:19]4[CH:24]=[CH:23][CH:22]=[CH:21][C:20]=4[F:25])=[N:15][N:16]=[CH:17]3)[N:12]=2)=[N:32][CH:31]=[N:30]1)[CH3:34]. Reactants: COCCOCCOC(=O)OCI, O=C([O-])[O-], CCCC[N+](CCCC)(CCCC)CCCC, CC1COC2Cn3cc(C(=O)NCc4ccc(F)cc4F)c(=O)c(O)c3C(=O)N12, [K+], [K+], [Na], O=S(=O)([O-])O. Product: COCCOCCOC(=O)OCOc1c2n(cc(C(=O)NCc3ccc(F)cc3F)c1=O)CC1OCC(C)N1C2=O. RXN SMILES: [C:1]([O:2][CH2:3][I:4])([O:5][CH2:6][CH2:7][O:8][CH2:9][CH2:10][O:11][CH3:12])=[O:13].[C:44](=[O:45])([O-:46])[O-:47].[CH2:55]([N+:56]([CH2:57][CH2:58][CH2:59][CH3:60])([CH2:61][CH2:62][CH2:63][CH3:64])[CH2:65][CH2:66][CH2:67][CH3:68])[CH2:69][CH2:70][CH3:71].[F:15][c:16]1[c:17]([CH2:23][NH:24][C:25](=[O:26])[c:27]2[c:28](=[O:43])[c:29]([OH:42])[c:30]3[n:31]([cH:41]2)[CH2:32][CH:33]2[N:34]([C:35]3=[O:36])[CH:37]([CH3:40])[CH2:38][O:39]2)[cH:18][cH:19][c:20]([F:22])[cH:21]1.[K+:48].[K+:49].[Na:14].[S:50]([O-:51])([OH:52])(=[O:53])=[O:54]>>[C:1]([O:2][CH2:3][O:42][c:29]1[c:28](=[O:43])[c:27]([C:25]([NH:24][CH2:23][c:17]2[c:16]([F:15])[cH:21][c:20]([F:22])[cH:19][cH:18]2)=[O:26])[cH:41][n:31]2[c:30]1[C:35](=[O:36])[N:34]1[CH:33]([CH2:32]2)[O:39][CH2:38][CH:37]1[CH3:40])([O:5][CH2:6][CH2:7][O:8][CH2:9][CH2:10][O:11][CH3:12])=[O:13]. Starting materials: Br, CCOCC, CC(=O)O, CCOC(=O)N1CCC(c2ccccc2Sc2ccc(C)cc2)CC1. Yields the product Br, Cc1ccc(Sc2ccccc2C2CCNCC2)cc1. Reaction SMILES: [BrH:26].[CH2:31]([O:32][CH2:33][CH3:34])[CH3:35].[CH3:27][C:28](=[O:29])[OH:30].[c:1]1([CH3:25])[cH:2][cH:3][c:4]([S:7][c:8]2[c:9]([CH:14]3[CH2:15][CH2:16][N:17]([C:20]([O:21][CH2:22][CH3:23])=[O:24])[CH2:18][CH2:19]3)[cH:10][cH:11][cH:12][cH:13]2)[cH:5][cH:6]1>>[BrH:26].[c:1]1([CH3:25])[cH:2][cH:3][c:4]([S:7][c:8]2[c:9]([CH:14]3[CH2:15][CH2:16][NH:17][CH2:18][CH2:19]3)[cH:10][cH:11][cH:12][cH:13]2)[cH:5][cH:6]1. Reactants: FC(C=1C=C(CN(C2=NC=C(C=N2)OCCCC(=O)O)CC2=C(C=CC(=C2)C(F)(F)F)N(CCC)CC2CC2)C=C(C1)C(F)(F)F)(F)F (4-(2-{(3,5-bis-trifluoromethyl-benzyl)-[2-(cyclopropylmethyl-propyl-amino)-5-trifluoromethyl-benzyl]-amino}-pyrimidin-5-yloxy)-butyric acid), [OH-].[Na+] (sodium hydroxide). Run in C(C)O (ethanol). The product is [Na+].FC(C=1C=C(CN(C2=NC=C(C=N2)OCCCC(=O)[O-])CC2=C(C=CC(=C2)C(F)(F)F)N(CCC)CC2CC2)C=C(C1)C(F)(F)F)(F)F (4-(2-{(3,5-bis-trifluoromethyl-benzyl)-[2-(cyclopropylmethyl-propyl-amino)-5-trifluoromethyl-benzyl]-amino}-pyrimidin-5-yloxy)-butyric acid sodium salt). RXN SMILES: [F:1][C:2]([F:48])([F:47])[C:3]1[CH:4]=[C:5]([CH:40]=[C:41]([C:43]([F:46])([F:45])[F:44])[CH:42]=1)[CH2:6][N:7]([CH2:21][C:22]1[CH:27]=[C:26]([C:28]([F:31])([F:30])[F:29])[CH:25]=[CH:24][C:23]=1[N:32]([CH2:36][CH:37]1[CH2:39][CH2:38]1)[CH2:33][CH2:34][CH3:35])[C:8]1[N:13]=[CH:12][C:11]([O:14][CH2:15][CH2:16][CH2:17][C:18]([OH:20])=[O:19])=[CH:10][N:9]=1.[OH-].[Na+:50]>C(O)C>[Na+:50].[F:48][C:2]([F:1])([F:47])[C:3]1[CH:4]=[C:5]([CH:40]=[C:41]([C:43]([F:44])([F:45])[F:46])[CH:42]=1)[CH2:6][N:7]([CH2:21][C:22]1[CH:27]=[C:26]([C:28]([F:31])([F:30])[F:29])[CH:25]=[CH:24][C:23]=1[N:32]([CH2:36][CH:37]1[CH2:39][CH2:38]1)[CH2:33][CH2:34][CH3:35])[C:8]1[N:9]=[CH:10][C:11]([O:14][CH2:15][CH2:16][CH2:17][C:18]([O-:20])=[O:19])=[CH:12][N:13]=1 |f:1.2,4.5|. Procedure: Ethyl 4-(2-{(3,5-bis-trifluoromethyl-benzyl)-[2-(cyclopropylmethyl-propyl-amino)-5-trifluoromethyl-benzyl]-amino}-pyrimidin-5-yloxy)-butyrate (290 mg) is dissolved in ethanol (5 ml) and thereto is added a 2N-aqueous sodium hydroxide solution (604 μl) and the mixture is stirred at room temperature overnight. Thereto are added ethyl acetate and a 1N-hydrochloric acid, and the mixture is separated, and the organic layer is washed with a saturated brine, dried over magnesium sulfate, and concentrate... Reactants: CN(C(CN1CCC2=CC(=C(C=C12)[N+](=O)[O-])OC)=O)C (N,N-dimethyl-2-[5-(methyloxy)-6-nitro-2,3-dihydro-1H-indol-1-yl]acetamide). The reagents and catalysts are [Pd] (Pd/C). The solvent is C(C)O (ethanol), C(C)(=O)OCC (ethyl acetate). Product: NC1=C(C=C2CCN(C2=C1)CC(=O)N(C)C)OC (2-[6-amino-5-(methyloxy)-2,3-dihydro-1H-indol-1-yl]-N,N-dimethylacetamide). RXN SMILES: [CH3:1][N:2]([CH3:20])[C:3](=[O:19])[CH2:4][N:5]1[C:13]2[C:8](=[CH:9][C:10]([O:17][CH3:18])=[C:11]([N+:14]([O-])=O)[CH:12]=2)[CH2:7][CH2:6]1>C(O)C.C(OCC)(=O)C.[Pd]>[NH2:14][C:11]1[CH:12]=[C:13]2[C:8]([CH2:7][CH2:6][N:5]2[CH2:4][C:3]([N:2]([CH3:1])[CH3:20])=[O:19])=[CH:9][C:10]=1[O:17][CH3:18]. Procedure details: A solution of N,N-dimethyl-2-[5-(methyloxy)-6-nitro-2,3-dihydro-1H-indol-1-yl]acetamide (0.16 g, 1.72 mmol) in absolute ethanol (50 mL) and ethyl acetate (5 mL) was hydrogenated overnight at 45 psi with catalytic 10% Pd/C. The catalyst was removed by vacuum filtration through a celite pad which was rinsed with methanol. The filtrate was concentrated under reduced pressure and dried under high vacuum to provide 2-[6-amino-5-(methyloxy)-2,3-dihydro-1H-indol-1-yl]-N,N-dimethylacetamide. This was th...